The task is: describe an organic reaction: reactants, conditions, products, and yield. This data is from the Open Reaction Database (ORD), a public repository of structured organic reaction records. Starting materials: C(C)(C)(C)NC(=O)C(CCCNC(OC(C)(C)C)=O)(CCCCB1OC(C(O1)(C)C)(C)C)N(C(C)=O)C (tert-butyl 4-(tert-butylcarbamoyl)-4-(N-methylacetamido)-8-(4,4,5,5-tetramethyl-1,3,2-dioxaborolan-2-yl)octylcarbamate), Cl (HCl), C(C)(=O)OCC (ethyl acetate). Run at time 30 minute. Product: Cl.NCCCC(C(=O)OCC)(CCCCB1OC(C(O1)(C)C)(C)C)N(C(C)=O)C (ethyl 2-(3-aminopropyl)-2-(N-methylacetamido)-6-(4,4,5,5-tetramethyl-1,3,2-dioxaborolan-2-yl)hexanoate hydrochloride). RXN SMILES: C(N[C:6]([C:8]([N:33]([CH3:37])[C:34](=[O:36])[CH3:35])([CH2:20][CH2:21][CH2:22][CH2:23][B:24]1[O:28][C:27]([CH3:30])([CH3:29])[C:26]([CH3:32])([CH3:31])[O:25]1)[CH2:9][CH2:10][CH2:11][NH:12]C(=O)OC(C)(C)C)=[O:7])(C)(C)C.[ClH:38].[C:39](OCC)(=[O:41])[CH3:40]>>[ClH:38].[NH2:12][CH2:11][CH2:10][CH2:9][C:8]([N:33]([CH3:37])[C:34](=[O:36])[CH3:35])([CH2:20][CH2:21][CH2:22][CH2:23][B:24]1[O:25][C:26]([CH3:31])([CH3:32])[C:27]([CH3:29])([CH3:30])[O:28]1)[C:6]([O:41][CH2:39][CH3:40])=[O:7] |f:3.4|. Procedure: A solution of tert-butyl 4-(tert-butylcarbamoyl)-4-(N-methylacetamido)-8-(4,4,5,5-tetramethyl-1,3,2-dioxaborolan-2-yl)octylcarbamate (140 mg, 0.266 mmol) in ethyl acetate (2 mL) was treated with anh HCl (2 N in ethyl acetate, 10 mL) and stirred at room temp. After 30 min, the solution was concentrated to give crude ethyl 2-(3-aminopropyl)-2-(N-methylacetamido)-6-(4,4,5,5-tetramethyl-1,3,2-dioxaborolan-2-yl)hexanoate hydrochloride as a white solid (130 mg). ESI MS found for C20H39BN2O5 m/z [399.5... Reactants: ClC1=C(C(N(N=C1)C)=O)NCCCO (5-chloro-4-[N-(3-hydroxypropyl)-amino]-2-methyl-3(2H)-pyridazinone), ClCCl (dichloromethane), S(=O)(Cl)Cl (thionyl chloride). Reaction conditions: time 3 hour. Yields the product ClC1=C(C(N(N=C1)C)=O)NCCCCl (5Chloro-4-[N-(3-chloropropyl)-amino]-2-methyl-3(2H)-pyridazinone). Yield: 73.2%. Reaction SMILES: [Cl:1][C:2]1[CH:7]=[N:6][N:5]([CH3:8])[C:4](=[O:9])[C:3]=1[NH:10][CH2:11][CH2:12][CH2:13]O.[Cl:15]CCl.S(Cl)(Cl)=O>>[Cl:1][C:2]1[CH:7]=[N:6][N:5]([CH3:8])[C:4](=[O:9])[C:3]=1[NH:10][CH2:11][CH2:12][CH2:13][Cl:15]. Procedure: 0.48 g (2.2 mmoles) of 5-chloro-4-[N-(3-hydroxypropyl)-amino]-2-methyl-3(2H)-pyridazinone is dissolved in ml of dichloromethane, and 2.1 ml (28.8 mmoles) of thionyl chloride are dropped to the solution. Then it is boiled for 3 hours under stirring and reflux cooling. The solvent is evaporated and the crude product thus obtained is triturated with ether. Thus 0.38 g (73%) of the desired compound is obtained. M.p.: 91°-92° C. The reactants are C(C)OC(=O)C(C)(OC1=CC=C(C=C1)CCCC(=O)NN(C(=O)NC)CC1=CC(=C(C=C1)C)C)C (1-[4-[4-(1-Ethoxycarbonyl-1-methylethoxy)phenyl]butyryl]-2-(3,4-dimethylphenylmethyl)-4-methylsemicarbazide), C12(C(=O)CC(CC1)C2(C)C)CS(=O)(=O)O (Camphorsulfonic acid). Solvent: C(C)(=O)OCC (ethyl acetate). Product: C(C)OC(C(C)(C)OC1=CC=C(C=C1)CCCC1=NN(C(N1)=O)CC1=CC(=C(C=C1)C)C)=O (2-(4-{3-[1-(3,4-Dimethylphenylmethyl)-5-oxo-4,5-dihydro-1H-[1,2,4]triazol-3-yl]-propyl}-phenoxy)-2-methyl-propionic acid ethyl ester), oil. The yield is 94.0%. As a reaction SMILES: [CH2:1]([O:3][C:4]([C:6]([CH3:35])([O:8][C:9]1[CH:14]=[CH:13][C:12]([CH2:15][CH2:16][CH2:17][C:18]([NH:20][N:21]([CH2:26][C:27]2[CH:32]=[CH:31][C:30]([CH3:33])=[C:29]([CH3:34])[CH:28]=2)[C:22]([NH:24]C)=[O:23])=O)=[CH:11][CH:10]=1)[CH3:7])=[O:5])[CH3:2].C12(CS(O)(=O)=O)C(C)(C)C(CC1)CC2=O>C(OCC)(=O)C>[CH2:1]([O:3][C:4](=[O:5])[C:6]([O:8][C:9]1[CH:14]=[CH:13][C:12]([CH2:15][CH2:16][CH2:17][C:18]2[NH:24][C:22](=[O:23])[N:21]([CH2:26][C:27]3[CH:32]=[CH:31][C:30]([CH3:33])=[C:29]([CH3:34])[CH:28]=3)[N:20]=2)=[CH:11][CH:10]=1)([CH3:35])[CH3:7])[CH3:2]. Reported procedure: 1-[4-[4-(1-Ethoxycarbonyl-1-methylethoxy)phenyl]butyryl]-2-(3,4-dimethylphenylmethyl)-4-methylsemicarbazide (1.20 g, 2.47 mmol) was dissolved in ethyl acetate (10 mL). Camphorsulfonic acid (0.64 g, 2.72 mmol) was added in one portion and the solution was heated to reflux for 1 h. The solution was cooled to rt and washed with sat'd aq. NaHCO3 (2×8 mL) followed by 1H HCl (2×8 mL ). The organic phase was dried (MgSO4) and concentrated to afford the title compound as a clear, colorless oil (1.08 g, ... Starting materials: C(#N)C=1C(=C(SC1C)C(=O)OC)S(N)(=O)=O (Methyl 4-cyano-5-methyl-3-sulfamoyl-thiophene-2-carboxylate), NC1=C(SC(=C1C#N)C)C(=O)OC (methyl 3-amino-4-cyano-5-methyl-thiophene-2-carboxylate), O.NN (Hydrazine monohydrate). Run in C(C)O (ethanol). Conditions: time 1 hour. Yields the product C(#N)C=1C(=C(SC1C)C(=O)NN)S(=O)(=O)N (4-Cyano-2-hydrazinocarbonyl-5-methyl-thiophene-3-sulfonamide). As a reaction SMILES: [C:1]([C:3]1[C:4]([S:13](=[O:16])(=[O:15])[NH2:14])=[C:5]([C:9](OC)=[O:10])[S:6][C:7]=1[CH3:8])#[N:2].NC1C(C#N)=C(C)SC=1C(OC)=O.O.[NH2:31][NH2:32]>C(O)C>[C:1]([C:3]1[C:4]([S:13]([NH2:14])(=[O:16])=[O:15])=[C:5]([C:9]([NH:31][NH2:32])=[O:10])[S:6][C:7]=1[CH3:8])#[N:2] |f:2.3|. Procedure details: Methyl 4-cyano-5-methyl-3-sulfamoyl-thiophene-2-carboxylate (2.9 g), prepared from methyl 3-amino-4-cyano-5-methyl-thiophene-2-carboxylate in analogy with known procedures, e.g. F. Junquera et al., Eur.J.Med.Chem. 23, 329 (1988), was suspended in 10 ml of ethanol. Hydrazine monohydrate (2 ml) was added and the mixture was stirred for 1 h at room temperature and then evaporated. The oily residue (3.3 g) was triturated with 10 ml of water and the precipitating crystals were collected by filtration...